Dataset: the Open Reaction Database (ORD), a public repository of structured organic reaction records. Task: describe an organic reaction: reactants, conditions, products, and yield The reactants are quartz halogen, resultant suspension, C=1(C(=CC=CC1)C(=O)O)C (o-toluic acid), BrN1C(CCC1=O)=O (N-bromosuccinimide), BrN1C(CCC1=O)=O (N-bromosuccinimide). The solvent is C(Cl)(Cl)Cl (chloroform). Conditions: temperature -20 celsius, time 1.5 hour. Product: BrCC1=C(C(=O)O)C=CC=C1 (2-bromomethylbenzoic acid). The yield is 53.7%. As a reaction SMILES: [C:1]1([CH3:10])[C:2]([C:7]([OH:9])=[O:8])=[CH:3][CH:4]=[CH:5][CH:6]=1.[Br:11]N1C(=O)CCC1=O>C(Cl)(Cl)Cl>[Br:11][CH2:10][C:1]1[CH:6]=[CH:5][CH:4]=[CH:3][C:2]=1[C:7]([OH:9])=[O:8]. Procedure details: In a 1 L round bottom flask fitted with a reflux condenser, a stirred suspension of 10.00 g of o-toluic acid and 19.56 g (1.5 eq.) N-bromosuccinimide in 735 mL chloroform was sparged for 0.5 h with nitrogen. The sparging was discontinued, and the suspension was stirred and irradiated under nitrogen atmosphere using a 500 W quartz halogen lamp at 75% power, causing the solids to dissolve and the chloroform to reflux. The red color of the reaction mixture disappeared after 1.5 h, and 6.52 g (0.5 e... The reactants are N1CCOCC1 (Morpholine), solution, O1CCOC12C(CCCC2)C(=O)Cl (1,4-dioxa-spiro[4.5]decane-6-carbonyl chloride), C1(=CC=CC=C1)C (toluene). The solvent is C(C)(=O)OCC (ethyl acetate). Run at temperature 20 celsius, time 1 hour. Yields the product O1CCOC12C(CCCC2)C(=O)N2CCOCC2 ((1,4-Dioxa-spiro[4.5]dec-6-yl)-morpholin-4-yl-methanone). Yield: 23.0%. As a reaction SMILES: [NH:1]1[CH2:6][CH2:5][O:4][CH2:3][CH2:2]1.[O:7]1[C:11]2([CH2:16][CH2:15][CH2:14][CH2:13][CH:12]2[C:17](Cl)=[O:18])[O:10][CH2:9][CH2:8]1.C1(C)C=CC=CC=1>C(OCC)(=O)C>[O:7]1[C:11]2([CH2:16][CH2:15][CH2:14][CH2:13][CH:12]2[C:17]([N:1]2[CH2:6][CH2:5][O:4][CH2:3][CH2:2]2)=[O:18])[O:10][CH2:9][CH2:8]1. Procedure: Morpholine (0.22 mL, 2.5 mmol) was added at 0° C. to a 1 M solution of 1,4-dioxa-spiro[4.5]decane-6-carbonyl chloride in toluene (1 mL, 1 mmol). The mixture was stirred at 20° C. for 1 h, then diluted with ethyl acetate (40 mL), and washed successively with water (10 mL), saturated aqueous sodium carbonate solution (10 mL), 1 N hydrochloric acid, and with brine (10 mL). The organic layer was dried over sodium sulfate and evaporated under reduced pressure to give the title compound (59 mg, 23%) a...